Dataset: the Open Reaction Database (ORD), a public repository of structured organic reaction records. Task: describe an organic reaction: reactants, conditions, products, and yield Reactants: C(CC(C)C)OC1=C(C2=CC=CC=C2C=C1)C=O (2-(isopentyloxy)-1-naphthaldehyde), OC1=C(C2=CC=CC=C2C=C1)C=O (2-hydroxy-1-naphthaldehyde), BrCC#N (bromoacetonitrile). Yields the product C(=O)C1=C(C=CC2=CC=CC=C12)OCC#N ([(1-FORMYL-2-NAPHTHYL)OXY]ACETONITRILE). As a reaction SMILES: [CH2:1]([O:6][C:7]1[CH:16]=[CH:15][C:14]2[C:9](=[CH:10][CH:11]=[CH:12][CH:13]=2)[C:8]=1[CH:17]=[O:18])[CH2:2]C(C)C.OC1C=CC2C(=CC=CC=2)C=1C=O.BrCC#[N:35]>>[CH:17]([C:8]1[C:9]2[C:14](=[CH:13][CH:12]=[CH:11][CH:10]=2)[CH:15]=[CH:16][C:7]=1[O:6][CH2:1][C:2]#[N:35])=[O:18]. Procedure details: Prepared according to the Procedure for 2-(isopentyloxy)-1-naphthaldehyde using 2-hydroxy-1-naphthaldehyde and bromoacetonitrile. Starting materials: CO, CCOC(=O)C(F)=Cc1c(N2CCOCC2)nc2cc(CCc3nc(C(C)C)cs3)ccn2c1=O, C1CCOC1, O. Yields the product CC(C)c1csc(CCc2ccn3c(=O)c(C=C(F)C(=O)O)c(N4CCOCC4)nc3c2)n1. RXN SMILES: [CH3:41][OH:42].[F:1][C:2]([C:3](=[O:4])[O:5][CH2:6][CH3:7])=[CH:8][c:9]1[c:10]([N:30]2[CH2:31][CH2:32][O:33][CH2:34][CH2:35]2)[n:11][c:12]2[n:13]([c:14]1=[O:15])[cH:16][cH:17][c:18]([CH2:20][CH2:21][c:22]1[s:23][cH:24][c:25]([CH:27]([CH3:28])[CH3:29])[n:26]1)[cH:19]2.[O:36]1[CH2:37][CH2:38][CH2:39][CH2:40]1.[OH2:43]>>[F:1][C:2]([C:3](=[O:4])[OH:5])=[CH:8][c:9]1[c:10]([N:30]2[CH2:31][CH2:32][O:33][CH2:34][CH2:35]2)[n:11][c:12]2[n:13]([c:14]1=[O:15])[cH:16][cH:17][c:18]([CH2:20][CH2:21][c:22]1[s:23][cH:24][c:25]([CH:27]([CH3:28])[CH3:29])[n:26]1)[cH:19]2. The reactants are CI, CCO, [Na+], [OH-], S=C1Nc2ccccc2Cn2nnnc21. The product is CSC1=Nc2ccccc2Cn2nnnc21. RXN SMILES: [CH3:18][I:19].[CH3:20][CH2:21][OH:22].[Na+:17].[OH-:16].[n:1]1[n:2][n:3][n:4]2[c:5]1[C:6](=[S:15])[NH:7][c:8]1[c:9]([cH:11][cH:12][cH:13][cH:14]1)[CH2:10]2>>[n:1]1[n:2][n:3][n:4]2[c:5]1[C:6]([S:15][CH3:18])=[N:7][c:8]1[c:9]([cH:11][cH:12][cH:13][cH:14]1)[CH2:10]2. The reactants are C(C)(C)(C)OC(NC1=C(C=CC(=C1)OCC(F)(F)F)N)=O ([2-amino-5-(2,2,2-trifluoro-ethoxy)-phenyl]-carbamic acid tert-butyl ester), C(C)(C)(C)OC(CC(C1=CC(=CC=C1)C=1C=NC=CC1)=O)=O (3-oxo-3-(3-pyridin-3-yl-phenyl)-propionic acid tert-butyl ester). Yields the product C(C)(C)(C)OC(NC1=C(C=CC(=C1)OCC(F)(F)F)NC(CC(C1=CC(=CC=C1)C=1C=NC=CC1)=O)=O)=O ([2-[3-Oxo-3-(3-pyridin-3-yl-phenyl)-propionylamino]-5-(2,2,2-trifluoro-ethoxy)-phenyl]-carbamic acid tert-butyl ester), solid. Reaction SMILES: [C:1]([O:5][C:6](=[O:21])[NH:7][C:8]1[CH:13]=[C:12]([O:14][CH2:15][C:16]([F:19])([F:18])[F:17])[CH:11]=[CH:10][C:9]=1[NH2:20])([CH3:4])([CH3:3])[CH3:2].C([O:26][C:27](=O)[CH2:28][C:29](=[O:42])[C:30]1[CH:35]=[CH:34][CH:33]=[C:32]([C:36]2[CH:37]=[N:38][CH:39]=[CH:40][CH:41]=2)[CH:31]=1)(C)(C)C>>[C:1]([O:5][C:6](=[O:21])[NH:7][C:8]1[CH:13]=[C:12]([O:14][CH2:15][C:16]([F:19])([F:18])[F:17])[CH:11]=[CH:10][C:9]=1[NH:20][C:27](=[O:26])[CH2:28][C:29](=[O:42])[C:30]1[CH:35]=[CH:34][CH:33]=[C:32]([C:36]2[CH:37]=[N:38][CH:39]=[CH:40][CH:41]=2)[CH:31]=1)([CH3:4])([CH3:2])[CH3:3]. Reported procedure: The title compound was prepared from [2-amino-5-(2,2,2-trifluoro-ethoxy)-phenyl]-carbamic acid tert-butyl ester (Example J13) (230 mg, 0.75 mmol) and 3-oxo-3-(3-pyridin-3-yl-phenyl)-propionic acid tert-butyl ester (Example K1) (223 mg, 0.75 mmol) according to the general procedure M. Obtained as a light brown solid (362 mg). Starting materials: C(C1=CC=CC=C1)N1CCC(=CC1)C1=C(C=C(C=C1F)N1C(O[C@H](C1)CN1N=NC(=C1)C)=O)F ((5R)-3-[4-(1-Benzyl-1,2,3,6-tetrahydropyridin-4-yl)-3,5-difluorophenyl]-5-[(4-methyl-1,2,3-triazol-1-yl)methyl]oxazolidin-2-one), ClC(C)OC(=O)Cl (1-chloroethylchloroformate), C(C)(C)N(CC)C(C)C (Diisopropylethylamine). Product: FC=1C=C(C=C(C1C=1CCNCC1)F)N1C(O[C@H](C1)CN1N=NC(=C1)C)=O ((5R)-3-[3,5-Difluoro-4-(1,2,3,6-tetrahydropyridin-4-yl)phenyl]-5-[(4-methyl-1,2,3-triazol-1-yl)methyl]oxazolidin-2-one), hydrochloride salt. As a reaction SMILES: C([N:8]1[CH2:13][CH:12]=[C:11]([C:14]2[C:19]([F:20])=[CH:18][C:17]([N:21]3[CH2:25][C@H:24]([CH2:26][N:27]4[CH:31]=[C:30]([CH3:32])[N:29]=[N:28]4)[O:23][C:22]3=[O:33])=[CH:16][C:15]=2[F:34])[CH2:10][CH2:9]1)C1C=CC=CC=1.C(N(C(C)C)CC)(C)C.ClC(OC(Cl)=O)C>ClCCl>[F:34][C:15]1[CH:16]=[C:17]([N:21]2[CH2:25][C@H:24]([CH2:26][N:27]3[CH:31]=[C:30]([CH3:32])[N:29]=[N:28]3)[O:23][C:22]2=[O:33])[CH:18]=[C:19]([F:20])[C:14]=1[C:11]1[CH2:12][CH2:13][NH:8][CH2:9][CH:10]=1. Procedure details: (5R)-3-[4-(1-Benzyl-1,2,3,6-tetrahydropyridin-4-yl)-3,5-difluorophenyl]-5-[(4-methyl-1,2,3-triazol-1-yl)methyl]oxazolidin-2-one (Example 39) (1.74 g, 3.74 mmol) was dissolved in dichloromethane (20 ml) and cooled to 0° C. Diisopropylethylamine (0.13 ml, 0.75 mmol) was added, followed by addition of 1-chloroethylchloroformate (0.48 ml, 4.48 mmol). It was stirred for 30 minutes, then allowed to warm to room temperature. After 16 hours, the reaction mixture was concentrated under vacuum. The interm... Reaction conditions: temperature 0 celsius, time 30 minute. The solvent is ClCCl (dichloromethane). Product: COc1cc(COc2cc(NC(=O)c3ccc(N4CCN(C)CC4)s3)[nH]n2)cc(OC)c1. Reactants: O=C([O-])C(O)C(O)C(=O)[O-], C[Al](C)C, COc1cc(COc2cc(N)[nH]n2)cc(OC)c1, Cc1ccccc1, CCOC(=O)c1ccc(N2CCN(C)CC2)s1, CCOC(C)=O, Cl, [K+], [Na+], O. RXN SMILES: [C:41]([CH:42]([CH:43]([C:44]([O-:45])=[O:46])[OH:47])[OH:48])([O-:49])=[O:50].[CH3:1][Al:2]([CH3:3])[CH3:4].[CH3:23][O:24][c:25]1[cH:26][c:27]([CH2:33][O:34][c:35]2[cH:36][c:37]([NH2:40])[nH:38][n:39]2)[cH:28][c:29]([O:31][CH3:32])[cH:30]1.[CH3:53][c:54]1[cH:55][cH:56][cH:57][cH:58][cH:59]1.[CH3:5][N:6]1[CH2:7][CH2:8][N:9]([c:12]2[cH:13][cH:14][c:15]([C:17]([O:19][CH2:18][CH3:20])=[O:21])[s:16]2)[CH2:10][CH2:11]1.[CH3:61][CH2:62][O:63][C:64](=[O:65])[CH3:66].[ClH:22].[K+:52].[Na+:51].[OH2:60]>>[CH3:5][N:6]1[CH2:7][CH2:8][N:9]([c:12]2[cH:13][cH:14][c:15]([C:17](=[O:19])[NH:40][c:37]3[cH:36][c:35]([O:34][CH2:33][c:27]4[cH:26][c:25]([O:24][CH3:23])[cH:30][c:29]([O:31][CH3:32])[cH:28]4)[n:39][nH:38]3)[s:16]2)[CH2:10][CH2:11]1. The reactants are [Al+3], CCOCC, CCCCCCC(C)(C)c1ccc(C2CC(O)CCN2C(=O)OCC)c(OCc2ccccc2)c1, [H-], [H-], [H-], [H-], [Li+]. Product: CCCCCCC(C)(C)c1ccc(C2CC(O)CCN2C)c(OCc2ccccc2)c1. Reaction SMILES: [Al+3:2].[CH2:42]([O:43][CH2:44][CH3:45])[CH3:46].[CH2:7]([O:8][C:10](=[O:9])[N:12]1[CH:13]([c:19]2[c:20]([O:34][CH2:35][c:36]3[cH:37][cH:38][cH:39][cH:40][cH:41]3)[cH:21][c:22]([C:25]([CH2:26][CH2:27][CH2:28][CH2:29][CH2:30][CH3:31])([CH3:32])[CH3:33])[cH:23][cH:24]2)[CH2:14][CH:15]([OH:18])[CH2:16][CH2:17]1)[CH3:11].[H-:1].[H-:4].[H-:5].[H-:6].[Li+:3]>>[CH3:10][N:12]1[CH:13]([c:19]2[c:20]([O:34][CH2:35][c:36]3[cH:37][cH:38][cH:39][cH:40][cH:41]3)[cH:21][c:22]([C:25]([CH2:26][CH2:27][CH2:28][CH2:29][CH2:30][CH3:31])([CH3:32])[CH3:33])[cH:23][cH:24]2)[CH2:14][CH:15]([OH:18])[CH2:16][CH2:17]1. Reactants: CSC1=NC(=CC(=N1)O)CCC (2-methylsulfanyl-6-propyl-pyrimidin-4-ol), P(=O)(Cl)(Cl)Cl (phosphorous oxychloride). Product: ClC1=NC(=NC(=C1)CCC)SC (4-chloro-2-methylsulfanyl-6-propyl-pyrimidine). Isolated yield 100.0%. RXN SMILES: [CH3:1][S:2][C:3]1[N:8]=[C:7](O)[CH:6]=[C:5]([CH2:10][CH2:11][CH3:12])[N:4]=1.P(Cl)(Cl)([Cl:15])=O>>[Cl:15][C:7]1[CH:6]=[C:5]([CH2:10][CH2:11][CH3:12])[N:4]=[C:3]([S:2][CH3:1])[N:8]=1. Procedure details: A suspension of 2-methylsulfanyl-6-propyl-pyrimidin-4-ol (15.5 g) in phosphorous oxychloride (160 mL) was refluxed for 6 hours. The solvent was distilled off under reduced pressure. The residue was diluted with dichloromethane and poured in ice. The layers were separated, then the aqueous layer was extracted twice with ethyl acetate. The combined organic layers were dried over sodium sulphate, filtered and concentrated under reduced pressure to afford 4-chloro-2-methylsulfanyl-6-propyl-pyrimidin... Reactants: N=1C=CN2C1C=CC(=C2)CC2=CN=C1N2N=C(C=C1)C=1C=NN(C1)C (3-Imidazo[1,2-a]pyridin-6-ylmethyl-6-(1-methyl-1H-pyrazol-4-yl)-imidazo[1,2-b]pyridazine), C1CC(=O)N(C1=O)Br (NBS). The solvent is C(Cl)Cl (DCM). Conditions: time 2 hour. Product: BrC1=CN=C2N1C=C(C=C2)CC2=CN=C1N2N=C(C=C1)C=1C=NN(C1)C (3-(3-Bromo-imidazo[1,2-a]pyridin-6-ylmethyl)-6-(1-methyl-1H-pyrazol-4-yl)-imidazo[1,2-b]pyridazine). RXN SMILES: [N:1]1[CH:2]=[CH:3][N:4]2[CH:9]=[C:8]([CH2:10][C:11]3[N:15]4[N:16]=[C:17]([C:20]5[CH:21]=[N:22][N:23]([CH3:25])[CH:24]=5)[CH:18]=[CH:19][C:14]4=[N:13][CH:12]=3)[CH:7]=[CH:6][C:5]=12.C1C(=O)N([Br:33])C(=O)C1>C(Cl)Cl>[Br:33][C:3]1[N:4]2[CH:9]=[C:8]([CH2:10][C:11]3[N:15]4[N:16]=[C:17]([C:20]5[CH:21]=[N:22][N:23]([CH3:25])[CH:24]=5)[CH:18]=[CH:19][C:14]4=[N:13][CH:12]=3)[CH:7]=[CH:6][C:5]2=[N:1][CH:2]=1. Procedure: 3-Imidazo[1,2-a]pyridin-6-ylmethyl-6-(1-methyl-1H-pyrazol-4-yl)-imidazo[1,2-b]pyridazine (Example 10, 10 mg, 0.030 mmol) was dissolved in DCM (0.3 mL) with NBS (5.9 mg, 0.033 mmol). The RM was stirred at rt for 2 h. The solvent was removed. The residue was purified by preparative HPLC with acetonitrile and water (+0.1% TFA). The fractions were joined and the acetonitrile was removed. The aqueous solution was basified with 5% NaHCO3 solution and it was extracted with EtOAc/MeOH (9:1) twice. Combi...